From a dataset of the Open Reaction Database (ORD), a public repository of structured organic reaction records. describe an organic reaction: reactants, conditions, products, and yield Reactants: CCCCCCCCC(CO)CCC, CCCCCCC(CC)CO, [K+], O=[Mn](=O)(=O)[O-], O=S(=O)(O)O. Yields the product CCCCCCCCC(CCC)C(=O)O. As a reaction SMILES: [CH2:12]([CH2:13][CH3:14])[CH:15]([CH2:16][OH:17])[CH2:18][CH2:19][CH2:20][CH2:21][CH2:22][CH2:23][CH2:24][CH3:25].[CH2:1]([CH:2]([CH2:3][CH2:4][CH2:6][CH2:7][CH2:8][CH3:9])[CH2:10][OH:5])[CH3:11].[K+:31].[Mn:26]([O-:27])(=[O:28])(=[O:29])=[O:30].[S:32](=[O:33])(=[O:34])([OH:35])[OH:36]>>[OH:5][C:16]([CH:15]([CH2:12][CH2:13][CH3:14])[CH2:18][CH2:19][CH2:20][CH2:21][CH2:22][CH2:23][CH2:24][CH3:25])=[O:17]. Run in C(C)O (ethanol). Reported procedure: A suspension of 88.1 g of 4-nitro-4'-(dimethylamino)azobenzene in 1080 ml of ethanol was heated to slight reflux while stirring, treated dropwise within 35 minutes with 1017 g of 25% sodium hydrogen sulphide solution and then stirred at slight reflux for another 1 hour. The mixture was cooled to room temperature, treated with 2120 ml of water and suction filtered. The residue was washed with water/ethanol (vol. 3:1) and dried at 50° C. in vacuo, yielding 55.7 g of 4-amino-4'-(dimethylamino)azobe... Product: NC1=CC=C(C=C1)N=NC1=CC=C(C=C1)N(C)C (4-amino-4'-(dimethylamino)azobenzene). Starting materials: S.[Na] (sodium hydrogen sulphide), [N+](=O)([O-])C1=CC=C(C=C1)N=NC1=CC=C(C=C1)N(C)C (4-nitro-4'-(dimethylamino)azobenzene), O (water). RXN SMILES: [N+:1]([C:4]1[CH:9]=[CH:8][C:7]([N:10]=[N:11][C:12]2[CH:17]=[CH:16][C:15]([N:18]([CH3:20])[CH3:19])=[CH:14][CH:13]=2)=[CH:6][CH:5]=1)([O-])=O.S.[Na].O>C(O)C>[NH2:1][C:4]1[CH:5]=[CH:6][C:7]([N:10]=[N:11][C:12]2[CH:17]=[CH:16][C:15]([N:18]([CH3:20])[CH3:19])=[CH:14][CH:13]=2)=[CH:8][CH:9]=1 |f:1.2,^1:21|. The yield is 71.1%. Reactants: [F-].C(CCC)[N+](CCCC)(CCCC)CCCC (Tetrabutylammonium fluoride), FC1=C(C#N)C=C(C=C1)C#C[Si](C)(C)C (2-Fluoro-5-((trimethylsilyl)ethynyl)benzonitrile). Solvent: O1CCCC1 (tetrahydrofuran), C(Cl)Cl (methylene chloride). Reaction conditions: time 20 minute. The product is C(#C)C=1C=CC(=C(C#N)C1)F (5-Ethynyl-2-fluorobenzonitrile). As a reaction SMILES: [F-].C([N+](CCCC)(CCCC)CCCC)CCC.[F:19][C:20]1[CH:27]=[CH:26][C:25]([C:28]#[C:29][Si](C)(C)C)=[CH:24][C:21]=1[C:22]#[N:23]>O1CCCC1.C(Cl)Cl>[C:28]([C:25]1[CH:26]=[CH:27][C:20]([F:19])=[C:21]([CH:24]=1)[C:22]#[N:23])#[CH:29] |f:0.1|. Procedure details: Tetrabutylammonium fluoride (1.0 M solution in tetrahydrofuran, 70 mL) was added to a solution of Example 62A (5.05 g, 23.2 mmol) in tetrahydrofuran (50 mL) and allowed to stir for 20 minutes. The mixture was diluted with methylene chloride and washed with water. The organic layer was absorbed on silica gel and purified by silica gel chromatography eluting with a gradient of 5-40% ethyl acetate in hexanes to afford the title compound. 1H NMR (300 MHz, DMSO-d6) δ ppm 8.13 (dd, J=6.27, 2.20 Hz, 1H... Starting materials: COC1=CC=C(CN2N=NC(=C2)C(C)=O)C=C1 (1-[1-(4-methoxybenzyl)-1H-1,2,3-triazol-4-yl]ethanone), [H-].[Na+] (NaH), COC(CC1=CC=C(C=C1)F)=O ((4-fluoro-phenyl)-acetic acid methyl ester). Run in C1CCOC1 (THF). Reaction conditions: time 1 hour. Product: FC1=CC=C(C=C1)CC(CC(=O)C=1N=NN(C1)CC1=CC=C(C=C1)OC)=O (4-(4-fluorophenyl)-1-[1-(4-methoxybenzyl)-1H-1,2,3-triazol-4-yl]butane-1,3-dione). Yield: 38.0%. As a reaction SMILES: [CH3:1][O:2][C:3]1[CH:17]=[CH:16][C:6]([CH2:7][N:8]2[CH:12]=[C:11]([C:13](=[O:15])[CH3:14])[N:10]=[N:9]2)=[CH:5][CH:4]=1.[H-].[Na+].C[O:21][C:22](=O)[CH2:23][C:24]1[CH:29]=[CH:28][C:27]([F:30])=[CH:26][CH:25]=1>C1COCC1>[F:30][C:27]1[CH:28]=[CH:29][C:24]([CH2:23][C:22](=[O:21])[CH2:14][C:13]([C:11]2[N:10]=[N:9][N:8]([CH2:7][C:6]3[CH:16]=[CH:17][C:3]([O:2][CH3:1])=[CH:4][CH:5]=3)[CH:12]=2)=[O:15])=[CH:25][CH:26]=1 |f:1.2|. Reported procedure: To a solution of 1-[1-(4-methoxybenzyl)-1H-1,2,3-triazol-4-yl]ethanone (1.0 g, 4.30 mmol) in anhydrous THF (25 mL) was added NaH (0.38 g, 9.5 mmol) at 0° C. The mixture was stirred at RT for 1 hour, and (4-fluoro-phenyl)-acetic acid methyl ester (1.67 g, 10.0 mmol) was added at 0° C. and the mixture was refluxed overnight. The reaction mixture was evaporated and the residue was purified via column chromatography (silica gel, EtOAc/Petroleum ether 1:5) to yield the title compound (0.6 g, 38.0%) a... Starting materials: CC1=NC(=CC(=N1)C)O (2,4-Dimethyl-6-hydroxypyrimidine), P(=O)(Cl)(Cl)Cl (phosphorus oxychloride). The product is CC1=NC(=CC(=N1)Cl)C (2,6-dimethyl-4-chloropyrimidine). Reaction SMILES: [CH3:1][C:2]1[N:7]=[C:6]([CH3:8])[CH:5]=[C:4](O)[N:3]=1.P(Cl)(Cl)([Cl:12])=O>>[CH3:1][C:2]1[N:3]=[C:4]([Cl:12])[CH:5]=[C:6]([CH3:8])[N:7]=1. Procedure details: 2,4-Dimethyl-6-hydroxypyrimidine (20 g) was added to phosphorus oxychloride (120 ml) and the mixture was refluxed for 2 hours. Excess phosphorus oxychloride was removed in vacuo, water was added and the product was extracted into dichloromethane (2×200 ml), dried (Na2SO4) and the solvent removed to give 2,6-dimethyl-4-chloropyrimidine as an oil (21 g) which slowly crystallised on standing; NMR (CDCl3): 2.52 (s, 3H), 2.71 (s, 3H), 7.05 (s, 1H). Starting materials: CC(C)(C)C1=C(C(=CC(=C1)S[C@H]1[C@@H](CCCC1)O)C(C)(C)C)O (trans-2,6-bis(1,1-Dimethylethyl)-4-[(2-hydroxycyclohexyl)thio]phenol), FC(C(=O)O)(F)F (trifluoroacetic acid), C(CS)(=O)OC (methyl thioglycolate). Conditions: time 2 hour. The product is CC(C)(C)C=1C=C(C=C(C1O)C(C)(C)C)S[C@H]1[C@@H](CCCC1)SCC(=O)OC (Methyl trans-[[2-[[3,5-bis(1,1-dimethylethyl)-4-hydroxyphenyl]thio]cyclohexyl]thio]acetate). As a reaction SMILES: [CH3:1][C:2]([C:5]1[CH:10]=[C:9]([S:11][C@@H:12]2[CH2:17][CH2:16][CH2:15][CH2:14][C@H:13]2O)[CH:8]=[C:7]([C:19]([CH3:22])([CH3:21])[CH3:20])[C:6]=1[OH:23])([CH3:4])[CH3:3].FC(F)(F)C(O)=O.[C:31]([O:35][CH3:36])(=[O:34])[CH2:32][SH:33]>>[CH3:3][C:2]([C:5]1[CH:10]=[C:9]([S:11][C@@H:12]2[CH2:17][CH2:16][CH2:15][CH2:14][C@H:13]2[S:33][CH2:32][C:31]([O:35][CH3:36])=[O:34])[CH:8]=[C:7]([C:19]([CH3:22])([CH3:20])[CH3:21])[C:6]=1[OH:23])([CH3:1])[CH3:4]. Procedure: The compound of Example 15 (2.0 g, 0.0059) was added to trifluoroacetic acid (5 ml). After several minutes methyl thioglycolate (0.63 g) was added, and the reaction mixture was stirred at room temperature for 2 hours. The trifluoroacetic acid was evaporated with a gentle flow of nitrogen gas. The residue was dissolved in diethyl ether (50 ml) and washed twice with 2 ml of 0.25N NaOH, dried over anhydrous magnesium sulfate, filtered and concentrated to an oil. The product was purified by silica g...